describe an organic reaction: reactants, conditions, products, and yield From a dataset of the Open Reaction Database (ORD), a public repository of structured organic reaction records. Reactants: COC=1C=C2C(=CC1O)OC(=O)C=C2 (scopoletine), C(Cl)C1CO1 (epichlorohydrin), C([O-])([O-])=O.[K+].[K+] (potassium carbonate), [I-].[K+] (potassium iodide). Solvent: CN(C)C=O (DMF). Yields the product COC=1C(=CC2=C(C=CC(O2)=O)C1)OCC1OC1 ((±)-6-methoxy-7-(oxiranylmethoxy)-2H-1-benzopyran-2-one). As a reaction SMILES: [CH3:1][O:2][C:3]1[CH:4]=[C:5]2[CH:14]=[CH:13][C:11](=[O:12])[O:10][C:6]2=[CH:7][C:8]=1[OH:9].[CH2:15]([CH:17]1[O:19][CH2:18]1)Cl.C(=O)([O-])[O-].[K+].[K+].[I-].[K+]>CN(C=O)C>[CH3:1][O:2][C:3]1[C:8]([O:9][CH2:15][CH:17]2[CH2:18][O:19]2)=[CH:7][C:6]2[O:10][C:11](=[O:12])[CH:13]=[CH:14][C:5]=2[CH:4]=1 |f:2.3.4,5.6|. Procedure details: 25.0 g (130 mmol) of scopoletine, 15.3 ml (196 mmol) epichlorohydrin, 36.0 g (260 mmol) potassium carbonate and 2.5 g of potassium iodide are agitated in 500 ml DMF under nitrogen for 3 h at 80° C. After vacuum evaporation and repeated extraction with hot ethanol re-evaporation was performed. 21.2 g (66%); fusion point 143°-145° C. (from ethanol). The reactants are Cc1ccccc1, O=C(Cl)OC(Cl)(Cl)Cl, CC(Cl)OC(=O)C=Cc1cc(N)ccc1Cl. The product is CC(Cl)OC(=O)C=Cc1cc(N=C=O)ccc1Cl. Reaction SMILES: [CH3:25][c:26]1[cH:27][cH:28][cH:29][cH:30][cH:31]1.[Cl:1][C:2](=[O:3])[O:4][C:5]([Cl:6])([Cl:7])[Cl:8].[Cl:9][c:10]1[c:11]([CH:17]=[CH:18][C:19](=[O:20])[O:21][CH:22]([CH3:23])[Cl:24])[cH:12][c:13]([NH2:14])[cH:15][cH:16]1>>[C:2](=[O:3])=[N:14][c:13]1[cH:12][c:11]([CH:17]=[CH:18][C:19](=[O:20])[O:21][CH:22]([CH3:23])[Cl:24])[c:10]([Cl:9])[cH:16][cH:15]1. Run at time 1 day. The solvent is ClCCl (dichloromethane), CO (methanol), CO (methanol). As a reaction SMILES: [CH2:1]([C@@H:7]1[CH2:16][CH2:15][C:14]2[CH:13]=[C:12]([CH:17]3[CH2:21][CH2:20][C:19](=O)[CH2:18]3)[CH:11]=[CH:10][C:9]=2[CH2:8]1)[CH2:2][CH2:3][CH2:4][CH2:5][CH3:6].[Cl-].[NH4+:24].[C-:25]#[N:26].[Na+].N>CO.ClCCl>[NH2:24][C:19]1([C:25]#[N:26])[CH2:20][CH2:21][CH:17]([C:12]2[CH:11]=[CH:10][C:9]3[CH2:8][C@H:7]([CH2:1][CH2:2][CH2:3][CH2:4][CH2:5][CH3:6])[CH2:16][CH2:15][C:14]=3[CH:13]=2)[CH2:18]1 |f:1.2,3.4|. The product is NC1(CC(CC1)C1=CC=2CC[C@H](CC2C=C1)CCCCCC)C#N (1-amino-3-((R)-6-hexyl-5,6,7,8-tetrahydronaphthalen-2-yl)cyclopentanecarbonitrile). Procedure: A mixture of 3-((R)-6-hexyl-5,6,7,8-tetrahydronaphthalen-2-yl)cyclopentanone (I-8E, 5.96 g, 19.97 mmol), ammonium chloride (5.34 g, 100 mmol), sodium cyanide (4.89 g, 100 mmol), 7 M methanol solution of ammonia (28.5 ml, 200 mmol), and dichloromethane (15 mL) was stirred at room temperature for 1 day. Additional 7 M methanol solution of ammonia (15 mL) was added. The mixture was stirred at room temperature for 1 day and then concentrated. The residue was partitioned between ethyl acetate (70 mL)... The reactants are C(CCCCC)[C@H]1CC=2C=CC(=CC2CC1)C1CC(CC1)=O (3-((R)-6-hexyl-5,6,7,8-tetrahydronaphthalen-2-yl)cyclopentanone), [Cl-].[NH4+] (ammonium chloride), [C-]#N.[Na+] (sodium cyanide), N (ammonia), N (ammonia). Starting materials: COC1=C2C=CC=CC2=NC3=C1C=CO3 (dictamnine), Br (HBr). The solvent is CC(=O)O (AcOH). Yields the product O1CC=C2C1=NC1=CC=CC=C1C2=O (furo[2,3-b]quinolin-4-one). Yield: 36.0%. RXN SMILES: C[O:2][C:3]1[C:12]2[CH:13]=[CH:14][O:15][C:11]=2[N:10]=[C:9]2[C:4]=1[CH:5]=[CH:6][CH:7]=[CH:8]2.Br>CC(O)=O>[O:15]1[C:11]2=[N:10][C:9]3[C:4]([C:3](=[O:2])[C:12]2=[CH:13][CH2:14]1)=[CH:5][CH:6]=[CH:7][CH:8]=3. Reported procedure: The hydrolysis of compound 1 with HBr in AcOH at 110° C. for 1 h gave furo[2,3-b]quinolin-4-one (2) with 36% yield (B. Klier, O. Schimmer, Mutagenesis 1999, 14, 181). The yield was increased up to 91% by refluxing the reaction mixture for 8 h. This improvement is crucial because the supply of starting dictamnine could be reduced. Starting materials: BrC=1C=CC\2=C(\N=C(/C\C(=C2)\C(=O)O)\NC(=O)OC(C)(C)C)C1 ((1E,4E)-8-bromo-2-(tert-butoxycarbonylamino)-3H-benzo[b]azepine-4-carboxylic acid), C=1C=CC2=C(C1)N=NN2O (HOBt), C(CC)NCCC (dipropylamine), CCN=C=NCCCN(C)C (EDCI), C(C)(C)N(CC)C(C)C (diisopropylethylamine). The solvent is CCOCC (ether), C(Cl)Cl (CH2Cl2). Run at temperature -15 celsius, time 40 minute. Yields the product BrC=1C=CC\2=C(\N=C(/C\C(=C2)\C(N(CCC)CCC)=O)\NC(OC(C)(C)C)=O)C1 (tert-butyl (1E,4E)-8-bromo-4-(dipropylcarbamoyl)-3H-benzo[b]azepin-2-ylcarbamate). The yield is 76.3%. As a reaction SMILES: [CH2:1]([NH:4][CH2:5][CH2:6][CH3:7])[CH2:2][CH3:3].CCN=C=NCCCN(C)C.C(N(C(C)C)CC)(C)C.[Br:28][C:29]1[CH:30]=[CH:31][C:32]2=[C:33]([CH:50]=1)[N:34]=[C:35]([NH:42][C:43]([O:45][C:46]([CH3:49])([CH3:48])[CH3:47])=[O:44])[CH2:36][C:37]([C:39](O)=[O:40])=[CH:38]2.C1C=CC2N(O)N=NC=2C=1>C(Cl)Cl.CCOCC>[Br:28][C:29]1[CH:30]=[CH:31][C:32]2=[C:33]([CH:50]=1)[N:34]=[C:35]([NH:42][C:43](=[O:44])[O:45][C:46]([CH3:47])([CH3:49])[CH3:48])[CH2:36][C:37]([C:39](=[O:40])[N:4]([CH2:5][CH2:6][CH3:7])[CH2:1][CH2:2][CH3:3])=[CH:38]2. Reported procedure: To a solution of dipropylamine (2.16 ml, 15.7 mmol) in CH2Cl2 (50 mL) at −10° C. was added EDCI (3.02 g, 15.7 mmol) followed by diisopropylethylamine (2.97 ml, 17.1 mmol) over 5 min. The resulting mixture was stirred for 40 min at −15° C. To the reaction mixture was added (1E,4E)-8-bromo-2-(tert-butoxycarbonylamino)-3H-benzo[b]azepine-4-carboxylic acid (5.00 g, 13.1 mmol) followed by HOBt (2.13 g, 15.7 mmol) over 5 min maintaining the reaction temperature between −15 to −12° C. The resulting mix...